From a dataset of the Open Reaction Database (ORD), a public repository of structured organic reaction records. describe an organic reaction: reactants, conditions, products, and yield The reactants are C(C1=CC=CC=C1)OC[C@H](C(=O)N1CC2(CC1)C(N(CC2C2=CC=CC=C2)C)=O)NC(C(C)(C)NC(OC(C)(C)C)=O)=O (tert-Butyl 1-((2R)-3-(benzyloxy)-1-(7-methyl-6-oxo-9-phenyl-2,7-diazaspiro[4.4]nonan-2-yl)-1-oxopropan-2-ylamino)-2-methyl-1-oxopropan-2-ylcarbamate), C(=O)(C(F)(F)F)O (TFA), C(=O)(C(F)(F)F)O (TFA). Run in CO (MeOH), C(Cl)Cl (DCM), CO (MeOH). Reaction conditions: time 2 day. The product is NC(C(=O)N[C@@H](C(=O)N1CC2(CC1)C(N(CC2C2=CC=CC=C2)C)=O)COCC2=CC=CC=C2)(C)C (2-Amino-N-((2R)-3-(benzyloxy)-1-(7-methyl-6-oxo-9-phenyl-2,7-diazaspiro[4.4]nonan-2-yl)-1-oxopropan-2-yl)-2-methylpropanamide). Reaction SMILES: [CH2:1]([O:8][CH2:9][C@@H:10]([NH:30][C:31](=[O:43])[C:32]([NH:35]C(=O)OC(C)(C)C)([CH3:34])[CH3:33])[C:11]([N:13]1[CH2:17][CH2:16][C:15]2([CH:21]([C:22]3[CH:27]=[CH:26][CH:25]=[CH:24][CH:23]=3)[CH2:20][N:19]([CH3:28])[C:18]2=[O:29])[CH2:14]1)=[O:12])[C:2]1[CH:7]=[CH:6][CH:5]=[CH:4][CH:3]=1.C(O)(C(F)(F)F)=O>C(Cl)Cl.CO>[NH2:35][C:32]([CH3:34])([CH3:33])[C:31]([NH:30][C@H:10]([CH2:9][O:8][CH2:1][C:2]1[CH:3]=[CH:4][CH:5]=[CH:6][CH:7]=1)[C:11]([N:13]1[CH2:17][CH2:16][C:15]2([CH:21]([C:22]3[CH:23]=[CH:24][CH:25]=[CH:26][CH:27]=3)[CH2:20][N:19]([CH3:28])[C:18]2=[O:29])[CH2:14]1)=[O:12])=[O:43]. Reported procedure: A solution of tert-butyl 1-((2R)-3-(benzyloxy)-1-(7-methyl-6-oxo-9-phenyl-2,7-diazaspiro[4.4]nonan-2-yl)-1-oxopropan-2-ylamino)-2-methyl-1-oxopropan-2-ylcarbamate (step 3) (206.5 mg) in DCM (4 mL) was treated with TFA (537 uL, 6.97 mmol). The reaction mixture was stirred at room temperature for 2 days. A further portion of TFA (2 ml) was added and stirring continued for 20 minutes. The mixture was concentrated in vacuo to afford a colourless oil. The oil was dissolved in MeOH and applied to a 10... Reactants: ClC1=CC(=C(CN2N=CC3=CC(=CC=C23)\C=C/2\C(NC(S2)=O)=O)C=C1)C(F)(F)F ((5Z)-5-({1-[4-chloro-2-(trifluoromethyl)benzyl]-1H-indazol-5-yl}methylidene)-2,4-dioxo-1,3-thiazolidine), OCCN(CCO)C(C)C (N,N-bis(2-hydroxyethyl)isopropyl amine). The product is ClC1=CC(=C(CN2N=CC3=CC(=CC=C23)\C=C/2\C(N(C(S2)=O)CCN(C(C)C)CCO)=O)C=C1)C(F)(F)F ((5Z)-5-({1-[4-Chloro-2-(trifluoromethyl)benzyl]-1H-indazol-5-yl}methylidene)-3-{2-[(2-hydroxyethyl)(1-methylethyl)amino]ethyl}-1,3-thiazolidine-2,4-dione). RXN SMILES: [Cl:1][C:2]1[CH:25]=[CH:24][C:5]([CH2:6][N:7]2[C:15]3[C:10](=[CH:11][C:12](/[CH:16]=[C:17]4/[C:18](=[O:23])[NH:19][C:20](=[O:22])[S:21]/4)=[CH:13][CH:14]=3)[CH:9]=[N:8]2)=[C:4]([C:26]([F:29])([F:28])[F:27])[CH:3]=1.[OH:30][CH2:31][CH2:32][N:33]([CH:37]([CH3:39])[CH3:38])[CH2:34][CH2:35]O>>[Cl:1][C:2]1[CH:25]=[CH:24][C:5]([CH2:6][N:7]2[C:15]3[C:10](=[CH:11][C:12](/[CH:16]=[C:17]4/[C:18](=[O:23])[N:19]([CH2:35][CH2:34][N:33]([CH2:32][CH2:31][OH:30])[CH:37]([CH3:39])[CH3:38])[C:20](=[O:22])[S:21]/4)=[CH:13][CH:14]=3)[CH:9]=[N:8]2)=[C:4]([C:26]([F:27])([F:29])[F:28])[CH:3]=1. Procedure: (5Z)-5-({1-[4-Chloro-2-(trifluoromethyl)benzyl]-1H-indazol-5-yl}methylidene)-3-{2-[(2-hydroxyethyl)(1-methylethyl)amino]ethyl}-1,3-thiazolidine-2,4-dione was prepared from [(5Z)-5-({1-[4-chloro-2-(trifluoromethyl)benzyl]-1H-indazol-5-yl}methylidene)-2,4-dioxo-1,3-thiazolidine (from Example 1) and N,N-bis(2-hydroxyethyl)isopropyl amine following General Procedure J. The reactants are [Br-], O=[N+]([O-])c1cc(C(F)(F)F)cnc1Br, Cc1ccccc1, CCCC[N+](CCCC)(CCCC)CCCC, N#C[Cu]. Yields the product N#Cc1ncc(C(F)(F)F)cc1[N+](=O)[O-]. RXN SMILES: [Br-:25].[Br:1][c:2]1[n:3][cH:4][c:5]([C:11]([F:12])([F:13])[F:14])[cH:6][c:7]1[N+:8](=[O:9])[O-:10].[CH3:18][c:19]1[cH:20][cH:21][cH:22][cH:23][cH:24]1.[CH3:26][CH2:27][CH2:28][CH2:29][N+:30]([CH2:31][CH2:32][CH2:33][CH3:34])([CH2:35][CH2:36][CH2:37][CH3:38])[CH2:39][CH2:40][CH2:41][CH3:42].[Cu:15][C:16]#[N:17]>>[c:2]1([C:16]#[N:17])[n:3][cH:4][c:5]([C:11]([F:12])([F:13])[F:14])[cH:6][c:7]1[N+:8](=[O:9])[O-:10]. Procedure details: The product of Example 7C (500 mg, 1.78 mmole), 1-acetylpiperazine (274 mg, 2.13 mmole), tris(dibenzylideneacetone)dipalladium (32.6 mg, 0.036 mmole), (r)-(+)-2,2′-bis(diphenylphosphino)-1,1′-binaphthylwere (44.3 mg, 0.071 mmole), sodium tert-butoxide (256 mg, 2.67 mmole) and 5 ml of toluene were mixed under N2 in a Emrys process vials. The vial was sealed, then heated in the microwave for 20 minutes at 150° C., using the Emrys Creator microwave reactor. The mixture was diluted with water and ex... RXN SMILES: Br[C:2]1[CH:7]=[CH:6][C:5]([N:8]2[CH2:12][CH2:11][C@@H:10]3[CH2:13][N:14]([CH3:16])[CH2:15][C@H:9]23)=[CH:4][CH:3]=1.[C:17]([N:20]1[CH2:25][CH2:24][NH:23][CH2:22][CH2:21]1)(=[O:19])[CH3:18].CC(C)([O-])C.[Na+].C1(C)C=CC=CC=1>O.C1C=CC(/C=C/C(/C=C/C2C=CC=CC=2)=O)=CC=1.C1C=CC(/C=C/C(/C=C/C2C=CC=CC=2)=O)=CC=1.C1C=CC(/C=C/C(/C=C/C2C=CC=CC=2)=O)=CC=1.[Pd].[Pd]>[CH3:16][N:14]1[CH2:13][C@@H:10]2[C@@H:9]([N:8]([C:5]3[CH:6]=[CH:7][C:2]([N:23]4[CH2:24][CH2:25][N:20]([C:17](=[O:19])[CH3:18])[CH2:21][CH2:22]4)=[CH:3][CH:4]=3)[CH2:12][CH2:11]2)[CH2:15]1 |f:2.3,6.7.8.9.10|. Run at temperature 150 celsius. Product: CN1C[C@@H]2N(CC[C@@H]2C1)C1=CC=C(C=C1)N1CCN(CC1)C(C)=O ((3aR,6aR)-1-{4-[4-(5-Methyl-hexahydro-pyrrolo[3,4-b]pyrrol-1-yl)-phenyl]-piperazin-1-yl}-ethanone). Reactants: BrC1=CC=C(C=C1)N1[C@@H]2[C@H](CC1)CN(C2)C ((3aR,6aR)-1-(4-Bromo-phenyl)-5-methyl-octahydro-pyrrolo[3,4-b]pyrrole), C(C)(=O)N1CCNCC1 (1-acetylpiperazine), CC(C)([O-])C.[Na+] (sodium tert-butoxide), C1(=CC=CC=C1)C (toluene). Run in O (water). Reagents/catalysts: C=1C=CC(=CC1)/C=C/C(=O)/C=C/C2=CC=CC=C2.C=1C=CC(=CC1)/C=C/C(=O)/C=C/C2=CC=CC=C2.C=1C=CC(=CC1)/C=C/C(=O)/C=C/C2=CC=CC=C2.[Pd].[Pd] (tris(dibenzylideneacetone)dipalladium). Reactants: CO, COC(C)(C)OC, O=S(=O)(O)O, OC(=S)c1ccncc1Cc1ccccc1. The product is COC(=S)c1ccncc1Cc1ccccc1. RXN SMILES: [CH3:22][OH:23].[CH3:24][O:25][C:26]([O:27][CH3:28])([CH3:29])[CH3:30].[S:17](=[O:18])(=[O:19])([OH:20])[OH:21].[c:1]1([CH2:7][c:8]2[cH:9][n:10][cH:11][cH:12][c:13]2[C:14](=[S:15])[OH:16])[cH:2][cH:3][cH:4][cH:5][cH:6]1>>[c:1]1([CH2:7][c:8]2[cH:9][n:10][cH:11][cH:12][c:13]2[C:14](=[S:15])[O:16][CH3:22])[cH:2][cH:3][cH:4][cH:5][cH:6]1. Reactants: OCCBr, O=C([O-])O, CNCC(C)N1c2ccccc2Sc2ccc(C#N)cc21, CN(C)C=O, [Na+]. Product: CC(CN(C)CCO)N1c2ccccc2Sc2ccc(C#N)cc21. As a reaction SMILES: [Br:27][CH2:28][CH2:29][OH:30].[C:22](=[O:23])([O-:24])[OH:25].[CH3:1][NH:2][CH2:3][CH:4]([CH3:5])[N:6]1[c:7]2[cH:8][cH:9][cH:10][cH:11][c:12]2[S:13][c:14]2[cH:15][cH:16][c:17]([C:20]#[N:21])[cH:18][c:19]21.[CH3:31][N:32]([CH3:33])[CH:34]=[O:35].[Na+:26]>>[CH3:1][N:2]([CH2:3][CH:4]([CH3:5])[N:6]1[c:7]2[cH:8][cH:9][cH:10][cH:11][c:12]2[S:13][c:14]2[cH:15][cH:16][c:17]([C:20]#[N:21])[cH:18][c:19]21)[CH2:28][CH2:29][OH:30].